Dataset: the Open Reaction Database (ORD), a public repository of structured organic reaction records. Task: describe an organic reaction: reactants, conditions, products, and yield Reactants: Cc1ccccc1, CSc1ncc(C=O)c(NC2CCCC2)n1, COc1cc(OC)c(F)c(N)c1F, CC1(C)C2CCC1(CS(=O)(=O)O)C(=O)C2. Product: COc1cc(OC)c(F)c(N=Cc2cnc(SC)nc2NC2CCCC2)c1F. RXN SMILES: [CH3:45][c:46]1[cH:47][cH:48][cH:49][cH:50][cH:51]1.[CH:14]1([NH:19][c:20]2[n:21][c:22]([S:28][CH3:29])[n:23][cH:24][c:25]2[CH:26]=[O:27])[CH2:15][CH2:16][CH2:17][CH2:18]1.[F:1][c:2]1[c:3]([NH2:13])[c:4]([F:12])[c:5]([O:10][CH3:11])[cH:6][c:7]1[O:8][CH3:9].[O:30]=[S:31](=[O:32])([OH:33])[CH2:34][C:35]12[CH2:36][CH2:37][CH:38]([C:39]1([CH3:40])[CH3:41])[CH2:42][C:43]2=[O:44]>>[F:1][c:2]1[c:3]([N:13]=[CH:26][c:25]2[c:20]([NH:19][CH:14]3[CH2:15][CH2:16][CH2:17][CH2:18]3)[n:21][c:22]([S:28][CH3:29])[n:23][cH:24]2)[c:4]([F:12])[c:5]([O:10][CH3:11])[cH:6][c:7]1[O:8][CH3:9]. The reactants are N#Cc1ccccc1, S. Product: NC(=S)c1ccccc1. Reaction SMILES: [N:2]#[C:3][c:4]1[cH:5][cH:6][cH:7][cH:8][cH:9]1.[SH2:1]>>[S:1]=[C:3]([NH2:2])[c:4]1[cH:5][cH:6][cH:7][cH:8][cH:9]1.